This data is from the Open Reaction Database (ORD), a public repository of structured organic reaction records. The task is: describe an organic reaction: reactants, conditions, products, and yield Starting materials: CC(C)(C)OC(=O)NCC#Cc1cnc2c(c1)N(Cc1cc(Cl)ccc1Cl)CCN2, ClCCl, [Na+], [OH-], O=C(O)C(F)(F)F. The product is NCC#Cc1cnc2c(c1)N(Cc1cc(Cl)ccc1Cl)CCN2. Reaction SMILES: [C:1]([O:2][C:3](=[O:4])[NH:7][CH2:8][C:9]#[C:10][c:11]1[cH:12][c:13]2[c:14]([n:28][cH:29]1)[NH:15][CH2:16][CH2:17][N:18]2[CH2:19][c:20]1[c:21]([Cl:27])[cH:22][cH:23][c:24]([Cl:26])[cH:25]1)([CH3:5])([CH3:6])[CH3:30].[Cl:40][CH2:41][Cl:42].[Na+:39].[OH-:38].[OH:31][C:32]([C:33]([F:34])([F:35])[F:36])=[O:37]>>[NH2:7][CH2:8][C:9]#[C:10][c:11]1[cH:12][c:13]2[c:14]([n:28][cH:29]1)[NH:15][CH2:16][CH2:17][N:18]2[CH2:19][c:20]1[c:21]([Cl:27])[cH:22][cH:23][c:24]([Cl:26])[cH:25]1. RXN SMILES: [Br:5][CH2:6][CH:7]1[CH2:8][CH2:9][CH2:10][CH2:11][O:12]1.[Cl:1][CH2:2][C:3]#[N:4].[NH:13]1[C:14](=[O:33])[C:15]2([CH2:16][O:17][c:18]3[c:19]2[cH:20][c:21]2[c:22]([cH:26]3)[O:23][CH2:24][O:25]2)[c:27]2[cH:28][cH:29][cH:30][cH:31][c:32]21.[NH:34]1[c:35]2[c:36]([cH:37][cH:38][cH:39][cH:40]2)[C:41]2([CH2:42][O:43][c:44]3[cH:45][c:46]4[c:47]([cH:48][c:49]32)[CH2:50][CH2:51][O:52]4)[C:53]1=[O:54]>>[CH2:2]([C:3]#[N:4])[N:13]1[C:14](=[O:33])[C:15]2([CH2:16][O:17][c:18]3[c:19]2[cH:20][c:21]2[c:22]([cH:26]3)[O:23][CH2:24][O:25]2)[c:27]2[cH:28][cH:29][cH:30][cH:31][c:32]21. Starting materials: BrCC1CCCCO1, N#CCCl, O=C1Nc2ccccc2C12COc1cc3c(cc12)OCO3, O=C1Nc2ccccc2C12COc1cc3c(cc12)CCO3. The product is N#CCN1C(=O)C2(COc3cc4c(cc32)OCO4)c2ccccc21. The reactants are CC#N, O=c1cc(C(F)(F)F)n2ccnc2n1-c1ccc(Cl)cc1F, O=C1CCC(=O)N1Cl. The product is O=c1cc(C(F)(F)F)n2cc(Cl)nc2n1-c1ccc(Cl)cc1F. As a reaction SMILES: [CH3:31][C:32]#[N:33].[Cl:1][c:2]1[cH:3][c:4]([F:22])[c:5](-[n:8]2[c:9]3[n:10]([c:11]([C:15]([F:16])([F:17])[F:18])[cH:12][c:13]2=[O:14])[cH:19][cH:20][n:21]3)[cH:6][cH:7]1.[Cl:23][N:24]1[C:25](=[O:26])[CH2:27][CH2:28][C:29]1=[O:30]>>[Cl:1][c:2]1[cH:3][c:4]([F:22])[c:5](-[n:8]2[c:9]3[n:10]([c:11]([C:15]([F:16])([F:17])[F:18])[cH:12][c:13]2=[O:14])[cH:19][c:20]([Cl:23])[n:21]3)[cH:6][cH:7]1. The reactants are CCCCOc1nc(N)c2nc(OC)n(CCC3CCCCN3)c2n1, CCI, CO, CCN(C(C)C)C(C)C. The product is CCCCOc1nc(N)c2nc(OC)n(CCC3CCCCN3CC)c2n1. As a reaction SMILES: [CH2:1]([CH2:2][CH2:3][CH3:4])[O:5][c:6]1[n:7][c:8]([NH2:25])[c:9]2[n:10][c:11]([O:23][CH3:24])[n:12]([CH2:15][CH2:16][CH:17]3[NH:18][CH2:19][CH2:20][CH2:21][CH2:22]3)[c:13]2[n:14]1.[CH2:26]([CH3:27])[I:28].[CH3:38][OH:39].[CH:29]([N:30]([CH2:31][CH3:32])[CH:33]([CH3:34])[CH3:35])([CH3:36])[CH3:37]>>[CH2:1]([CH2:2][CH2:3][CH3:4])[O:5][c:6]1[n:7][c:8]([NH2:25])[c:9]2[n:10][c:11]([O:23][CH3:24])[n:12]([CH2:15][CH2:16][CH:17]3[N:18]([CH2:26][CH3:27])[CH2:19][CH2:20][CH2:21][CH2:22]3)[c:13]2[n:14]1. Starting materials: ice, C(CC)(=O)N(CCC)C1COC2=CC=CC=C2C1 (3-(N-propionyl-N-n-propylamino)chroman), [N+](=O)(O)[O-] (nitric acid), S(O)(O)(=O)=O (sulphuric acid). Run in [N+](=O)([O-])C (nitromethane). Reaction conditions: temperature 0 celsius, time 90 minute. Yields the product [N+](=O)([O-])C=1C=C2CC(COC2=CC1)N(CCC)C(CC)=O (6-nitro-3-(N-propionyl-N-n-propylamino)chroman). The yield is 81.0%. As a reaction SMILES: [C:1]([N:5]([CH:9]1[CH2:18][C:17]2[C:12](=[CH:13][CH:14]=[CH:15][CH:16]=2)[O:11][CH2:10]1)[CH2:6][CH2:7][CH3:8])(=[O:4])[CH2:2][CH3:3].[N+:19]([O-])([OH:21])=[O:20].S(=O)(=O)(O)O>[N+](C)([O-])=O>[N+:19]([C:15]1[CH:16]=[C:17]2[C:12](=[CH:13][CH:14]=1)[O:11][CH2:10][CH:9]([N:5]([C:1](=[O:4])[CH2:2][CH3:3])[CH2:6][CH2:7][CH3:8])[CH2:18]2)([O-:21])=[O:20]. Reported procedure: To an ice cool solution of 730 mg (2.96 mmol) 3-(N-propionyl-N-n-propylamino)chroman (16) in nitromethane (15 ml) was a mixture of fuming nitric acid (0.70 ml) and concentrated sulphuric acid (1.42 ml) added. The solution was stirred for 90 min at 0° C. The reaction mixture was poured out on ice and the product was extracted with dichloromethane. The organic layer was washed with water and 5% aqueous Na2CO3. The organic layer was separated, dried (MgSO4) and the solvent was evaporated yielding 7... Reactants: OC=1C=CC(=NC1)OC1=CC=C(C=C1)CCC(C)NC(C)=O (N-{3-[4-(5-Hydroxypyridin-2-yloxy)phenyl]-1-methylpropyl}acetamide), BrCCC (1-bromopropane). Yields the product CC(CCC1=CC=C(C=C1)OC1=NC=C(C=C1)OCCC)NC(C)=O (N-{1-Methyl-3-[4-(5-propoxypyridin-2-yloxy)phenyl]propyl}acetamide). Reaction SMILES: [OH:1][C:2]1[CH:3]=[CH:4][C:5]([O:8][C:9]2[CH:14]=[CH:13][C:12]([CH2:15][CH2:16][CH:17]([NH:19][C:20](=[O:22])[CH3:21])[CH3:18])=[CH:11][CH:10]=2)=[N:6][CH:7]=1.Br[CH2:24][CH2:25][CH3:26]>>[CH3:18][CH:17]([NH:19][C:20](=[O:22])[CH3:21])[CH2:16][CH2:15][C:12]1[CH:13]=[CH:14][C:9]([O:8][C:5]2[CH:4]=[CH:3][C:2]([O:1][CH2:24][CH2:25][CH3:26])=[CH:7][N:6]=2)=[CH:10][CH:11]=1. Procedure details: N-{3-[4-(5-Hydroxypyridin-2-yloxy)phenyl]-1-methylpropyl}acetamide was reacted with 1-bromopropane in analogy to example 10b. Yield: 38 mg (66%), M+H+: 343.13.